This data is from the Open Reaction Database (ORD), a public repository of structured organic reaction records. The task is: describe an organic reaction: reactants, conditions, products, and yield The reactants are IC1=CC=C2C(=CC(=NC2=C1)C)N1CCCC1 (7-Iodo-2-methyl-4-pyrrolidin-1-yl-quinoline), C1(=CC=CC=C1)B(O)O (phenyl-boronic acid), O1CCOCC1.C(OC)COC (dioxane dimethoxyethane). The reagents and catalysts are C1=CC=C(C=C1)[PH+](C2=CC=CC=C2)[C]3[CH][CH][CH][CH]3.C1=CC=C(C=C1)[PH+](C2=CC=CC=C2)[C]3[CH][CH][CH][CH]3.C(Cl)Cl.Cl[Pd]Cl.[Fe] (Dichloro[1,1′-Bis(diphenylphosphino)-ferrocene]palladium (II) dichloromethan adduct). Conditions: temperature 85 celsius. The product is C(=O)O.CC1=NC2=CC(=CC=C2C(=C1)N1CCCC1)C1=CC=CC=C1 (2-Methyl-7-phenyl-4-pyrrolidin-1-yl-quinoline; compound with formic acid). Yield: 57.0%. Reaction SMILES: I[C:2]1[CH:11]=[C:10]2[C:5]([C:6]([N:13]3[CH2:17][CH2:16][CH2:15][CH2:14]3)=[CH:7][C:8]([CH3:12])=[N:9]2)=[CH:4][CH:3]=1.[C:18]1(B(O)O)[CH:23]=[CH:22][CH:21]=[CH:20][CH:19]=1.[O:27]1[CH2:32]COCC1.C(COC)[O:34]C>C1C=CC([PH+]([C]2[CH][CH][CH][CH]2)C2C=CC=CC=2)=CC=1.C1C=CC([PH+]([C]2[CH][CH][CH][CH]2)C2C=CC=CC=2)=CC=1.C(Cl)Cl.Cl[Pd]Cl.[Fe]>[CH:32]([OH:27])=[O:34].[CH3:12][C:8]1[CH:7]=[C:6]([N:13]2[CH2:17][CH2:16][CH2:15][CH2:14]2)[C:5]2[C:10](=[CH:11][C:2]([C:18]3[CH:23]=[CH:22][CH:21]=[CH:20][CH:19]=3)=[CH:3][CH:4]=2)[N:9]=1 |f:2.3,4.5.6.7.8,9.10,^1:43,44,45,46,47,61,62,63,64,65|. Procedure: To a solution of 43 mg (0.13 mmol) 7-Iodo-2-methyl-4-pyrrolidin-1-yl-quinoline in 1.2 ml dioxane/dimethoxyethane 1:1 was added 39.6 mg (0.325 mmol) phenyl-boronic acid, 6 mg (0.007 mmol) Dichloro[1,1′-Bis(diphenylphosphino)-ferrocene]palladium (II) dichloromethan adduct, and 0.55 ml 2M Na2CO3aq. and the mixture was heated to 85° C. for 12 h. After filtration the mixture was purified by reversed phase column chromatography eluting with an acetonitrile/water (formic acid) gradient yielding 25 mg (... The reactants are ClCCl, O=C(O)C=Cc1cnc(NC2CCN(CCc3cccc(F)c3)C2)cn1, NOC1CCCCO1. Yields the product O=C(C=Cc1cnc(NC2CCN(CCc3cccc(F)c3)C2)cn1)NOC1CCCCO1. RXN SMILES: [Cl:35][CH2:36][Cl:37].[F:1][c:2]1[cH:3][c:4]([CH2:8][CH2:9][N:10]2[CH2:11][CH:12]([NH:15][c:16]3[n:17][cH:18][c:19]([CH:22]=[CH:23][C:24](=[O:25])[OH:26])[n:20][cH:21]3)[CH2:13][CH2:14]2)[cH:5][cH:6][cH:7]1.[NH2:27][O:28][CH:29]1[O:30][CH2:31][CH2:32][CH2:33][CH2:34]1>>[F:1][c:2]1[cH:3][c:4]([CH2:8][CH2:9][N:10]2[CH2:11][CH:12]([NH:15][c:16]3[n:17][cH:18][c:19]([CH:22]=[CH:23][C:24](=[O:26])[NH:27][O:28][CH:29]4[O:30][CH2:31][CH2:32][CH2:33][CH2:34]4)[n:20][cH:21]3)[CH2:13][CH2:14]2)[cH:5][cH:6][cH:7]1. The reactants are BrC1=C(OC2=C1C=C(C=C2)CN2C(=NC(=C2C(=O)NCC)C2CC2)CC)C2=C(C=CC=C2)NS(=O)(=O)C(F)(F)F (1-[[3-Bromo-2-[2-[[(trifluoromethyl)sulphonyl]amino]phenyl]-5-benzofuranyl]methyl]-4-cyclopropyl-2,N-diethyl-1H-imidazole-5-carboxamide), C([O-])([O-])=O.[Na+].[Na+] (sodium carbonate). Reagents/catalysts: [Pd] (palladium on carbon). Run in C(C)(=O)OCC (ethyl acetate). Reaction conditions: time 4 hour. The product is C1(CC1)C=1N=C(N(C1C(=O)NCC)CC=1C=CC2=C(C=C(O2)C2=C(C=CC=C2)NS(=O)(=O)C(F)(F)F)C1)CC (4-Cyclopropyl-N,2-diethyl-1-[[2-[2-[[(trifluoromethyl)sulphonyl]amino]phenyl]-5-benzofuranyl]methyl]-1H-imidazole-5-carboxamide). Yield: 50.2%. As a reaction SMILES: Br[C:2]1[C:6]2[CH:7]=[C:8]([CH2:11][N:12]3[C:16]([C:17]([NH:19][CH2:20][CH3:21])=[O:18])=[C:15]([CH:22]4[CH2:24][CH2:23]4)[N:14]=[C:13]3[CH2:25][CH3:26])[CH:9]=[CH:10][C:5]=2[O:4][C:3]=1[C:27]1[CH:32]=[CH:31][CH:30]=[CH:29][C:28]=1[NH:33][S:34]([C:37]([F:40])([F:39])[F:38])(=[O:36])=[O:35].C(=O)([O-])[O-].[Na+].[Na+]>C(OCC)(=O)C.[Pd]>[CH:22]1([C:15]2[N:14]=[C:13]([CH2:25][CH3:26])[N:12]([CH2:11][C:8]3[CH:9]=[CH:10][C:5]4[O:4][C:3]([C:27]5[CH:32]=[CH:31][CH:30]=[CH:29][C:28]=5[NH:33][S:34]([C:37]([F:40])([F:38])[F:39])(=[O:36])=[O:35])=[CH:2][C:6]=4[CH:7]=3)[C:16]=2[C:17]([NH:19][CH2:20][CH3:21])=[O:18])[CH2:24][CH2:23]1 |f:1.2.3|. Procedure details: A solution of the product of Example 8 (0.25 g) in ethyl acetate (15 ml) was stirred under a hydrogen atmosphere over 10% palladium on carbon (0.3 g; 50% aqueous paste) at room temperature for 3 h. Solid sodium carbonate (70 mg) was added and the reaction continued for a further 4 h. The mixture was filtered and the filtrate evaporated. The residue was purified by column chromatography eluting with System F (20:1) increasing to (5:1) to give the title compound as a white powder (0.11 g), m.p. 16... The reactants are CC(C)=O, CCC(O)C#CC(=O)OC. Product: CCC(=O)C#CC(=O)OC. RXN SMILES: [CH3:11][C:12](=[O:13])[CH3:14].[CH3:1][O:2][C:3]([C:4]#[C:5][CH:6]([CH2:7][CH3:8])[OH:9])=[O:10]>>[CH3:1][O:2][C:3]([C:4]#[C:5][C:6]([CH2:7][CH3:8])=[O:9])=[O:10]. Reactants: [OH-].[K+] (potassium hydroxide), CC1(C=2C=CC(=CC2C(CC1)(C)C)O)C (5,5,8,8-tetramethyl-5,6,7,8-tetrahydro-2-naphthol), C(C)O (ethanol). Conditions: temperature -5 celsius. The product is CC1(C=2C=CC(=CC2C(CC1)(C)C)OCCOC1=CC=C(C=O)C=C1)C (4-[2-(5,5,8,8-tetramethyl-5,6,7,8-tetrahydro-2-naphthoxy)ethoxy]benzaldehyde). Yield: 46.4%. As a reaction SMILES: [OH-:1].[K+].[CH3:3][C:4]1([CH3:17])[CH2:13][CH2:12][C:11]([CH3:15])([CH3:14])[C:10]2[CH:9]=[C:8]([OH:16])[CH:7]=[CH:6][C:5]1=2.[CH2:18]([OH:20])[CH3:19]>>[CH3:3][C:4]1([CH3:17])[CH2:13][CH2:12][C:11]([CH3:15])([CH3:14])[C:10]2[CH:9]=[C:8]([O:16][CH2:19][CH2:18][O:20][C:11]3[CH:12]=[CH:13][C:4]([CH:3]=[O:1])=[CH:5][CH:10]=3)[CH:7]=[CH:6][C:5]1=2 |f:0.1|. Reported procedure: To a solution of potassium hydroxide (0.67 g, 9.80 mmol) in ethanol (30 ml) is added 5,5,8,8-tetramethyl-5,6,7,8-tetrahydro-2-naphthol (2.00 g, 9.80 mmol) and 4-(2-bromoethoxy)benzaldehy (2.25 g, 9.80 mmol). Then the mixture is heated to reflux for 8 hours. After cooled to −5° C., the precipitate is collected by filtration, washed with water, and dried under vacuum to give the title product (1.60 g, 46.4%). Reactants: CC1(CCCCC1)C(=O)O (1-methyl-1-cyclohexyl-carboxylic acid), C[O-].[Na+] (sodium methylate), [Na] (sodium). Run in CO (methanol), CO (methanol), CO (methanol). Conditions: temperature 50 celsius. Product: CC1(CCCCC1)C(=O)[O-].[Na+] (Sodium 1-methyl-1-cyclohexyl-carboxylate). Reaction SMILES: [CH3:1][C:2]1([C:8]([OH:10])=[O:9])[CH2:7][CH2:6][CH2:5][CH2:4][CH2:3]1.C[O-].[Na+:13].[Na]>CO>[CH3:1][C:2]1([C:8]([O-:10])=[O:9])[CH2:7][CH2:6][CH2:5][CH2:4][CH2:3]1.[Na+:13] |f:1.2,5.6,^1:13|. Procedure details: 0.1 mole of 1-methyl-1-cyclohexyl-carboxylic acid prepared by a method similar to that used in example 7, dissolved in methanol was added to a solution of sodium methylate in dry methanol, prepared using 0.095 mole of sodium and 40 cm3 of methanol as the starting materials. The mixture was heated at 50° C. for 10 minutes and the methanol was then evaporated off in vacuo. The colourless crystals of sodium 1-methyl-1-cyclohexyl-carboxylate were washed with ether, filtered off and dried. Procedure details: 2 was prepared in 38% yield from 2-bromo acetophenone (1), similar to 2-amino-4,5-diphenylfuran-3-carbonitrile (see Example 5 above). 1H NMR (300 MHz, CDCl3) δ 7.50-7.47 (m, 2H), 7.39-7.33 (m, 2H), 7.27-7.25 (m, 1H), 6.54 (s, 1H), 4.86 (br, 2H). LCMS (ESI) m/z 185.0 (M+H)+. Product: NC=1OC(=CC1C#N)C1=CC=CC=C1 (2-Amino-5-phenyl-furan-3-carbonitrile). The yield is 38.0%. As a reaction SMILES: BrCC(C1C=CC=CC=1)=O.[NH2:11][C:12]1[O:13][C:14]([C:25]2[CH:30]=[CH:29][CH:28]=[CH:27][CH:26]=2)=[C:15](C2C=CC=CC=2)[C:16]=1[C:17]#[N:18]>>[NH2:11][C:12]1[O:13][C:14]([C:25]2[CH:26]=[CH:27][CH:28]=[CH:29][CH:30]=2)=[CH:15][C:16]=1[C:17]#[N:18]. Starting materials: BrCC(=O)C1=CC=CC=C1 (2-bromo acetophenone), NC=1OC(=C(C1C#N)C1=CC=CC=C1)C1=CC=CC=C1 (2-amino-4,5-diphenylfuran-3-carbonitrile).